From a dataset of the Open Reaction Database (ORD), a public repository of structured organic reaction records. describe an organic reaction: reactants, conditions, products, and yield Reactants: ON=C(C1=CN=CC=C1)Cl (N-Hydroxynicotinimidoyl chloride), ClC1=CC(=CC=C1)C#C (1-chloro-3-ethynylbenzene), N (NH3). The product is ClC=1C=C(C=CC1)C1=CC(=NO1)C=1C=NC=CC1 (5-(3-Chlorophenyl)-3-(pyridin-3-yl)isoxazole). Reported procedure: The titled compound was prepared according to Method CB using the product of Example 1A (78 mg, 0.5 mmol) and 1-chloro-3-ethynylbenzene (Apollo, 68 mg, 0.5 mmol). 1H NMR (300 MHz, MeOH-d4) δ 7.46 (s, 1H), 7.49-7.55 (m, 2 H), 7.60 (ddd, J=8.0, 4.9, 1.0 Hz, 1H), 7.82-7.90 (m, 1H), 7.93-8.00 (m, 1H), 8.37 (dt, J=7.9, 2.0 Hz, 1H), 8.67 (dd, J=5.1, 1.7 Hz, 1H), 9.09 (d, J=1.4 Hz, 1H) ppm; MS (DCI/NH3) m/z 259 (M+H)+, 257 (M+H)+. RXN SMILES: [OH:1][N:2]=[C:3](Cl)[C:4]1[CH:9]=[CH:8][CH:7]=[N:6][CH:5]=1.[Cl:11][C:12]1[CH:17]=[CH:16][CH:15]=[C:14]([C:18]#[CH:19])[CH:13]=1.N>>[Cl:11][C:12]1[CH:13]=[C:14]([C:18]2[O:1][N:2]=[C:3]([C:4]3[CH:5]=[N:6][CH:7]=[CH:8][CH:9]=3)[CH:19]=2)[CH:15]=[CH:16][CH:17]=1. Reactants: N1N=C(C=2CCC3=C(C12)C=CC=C3)CNC ((4,5-dihydro-1H-benzo[g]indazol-3-ylmethyl)-methylamine), C(#N)[BH3-].[Na+] (sodium cyanoborohydride), [OH-].[Na+] (sodium hydroxide), C=O (formaldehyde). Solvent: CO (methanol), C(C)(=O)O (acetic acid), O (water), [Cl-].[Na+] (sodium chloride), C(C)(=O)OCC (ethyl acetate). Reaction conditions: temperature 0 celsius, time 90 minute. Product: N1N=C(C=2CCC3=C(C12)C=CC=C3)CN(C)C ((4,5-dihydro-1H-benzo[g]indazol-3-ylmethyl)-dimethylamine). Reaction SMILES: [NH:1]1[C:9]2[C:8]3[CH:10]=[CH:11][CH:12]=[CH:13][C:7]=3[CH2:6][CH2:5][C:4]=2[C:3]([CH2:14][NH:15][CH3:16])=[N:2]1.[C:17]([BH3-])#N.[Na+].C=O.[OH-].[Na+]>CO.O.[Cl-].[Na+].C(OCC)(=O)C.C(O)(=O)C>[NH:1]1[C:9]2[C:8]3[CH:10]=[CH:11][CH:12]=[CH:13][C:7]=3[CH2:6][CH2:5][C:4]=2[C:3]([CH2:14][N:15]([CH3:17])[CH3:16])=[N:2]1 |f:1.2,4.5,8.9|. Procedure: A solution of (4,5-dihydro-1H-benzo[g]indazol-3-ylmethyl)-methylamine (3.1 g), sodium cyanoborohydride (1.1 g) and glacial acetic acid (2 cm3) in methanol (50 cm3) was cooled to 0° C. and formaldehyde solution (38% formaldehyde in methanol; 2 cm3) was added. The mixture was stirred at 0° C. for 90 minutes, with mild effervescence observed. The mixture was basified with aqueous sodium hydroxide (1 mol dm-3 ; 30 cm3), diluted with water (50 cm3) and saturated with sodium chloride before extraction... Reactants: C(C)O (ethanol), FC1=CC=C(C(=O)C2=CC=C(C=C2)CSC)C=C1 (4-fluoro-4'-methylmercaptomethylbenzophenone), C(NN)(=O)OCC (ethyl carbazate). Solvent: C(C)(=O)O (acetic acid). The product is C(C)OC(=O)NN=C(C1=CC=C(C=C1)F)C1=CC=C(C=C1)CSC (4-fluoro-4'-methylmercaptomethylbenzophenone ethoxycarbonylhydrazone). The yield is 61.7%. Reaction SMILES: C(O)C.[F:4][C:5]1[CH:21]=[CH:20][C:8]([C:9]([C:11]2[CH:16]=[CH:15][C:14]([CH2:17][S:18][CH3:19])=[CH:13][CH:12]=2)=O)=[CH:7][CH:6]=1.[C:22]([O:26][CH2:27][CH3:28])(=[O:25])[NH:23][NH2:24]>C(O)(=O)C>[CH2:27]([O:26][C:22]([NH:23][N:24]=[C:9]([C:11]1[CH:16]=[CH:15][C:14]([CH2:17][S:18][CH3:19])=[CH:13][CH:12]=1)[C:8]1[CH:20]=[CH:21][C:5]([F:4])=[CH:6][CH:7]=1)=[O:25])[CH3:28]. Reported procedure: An ethanol solution (100 ml) of 4-fluoro-4'-methylmercaptomethylbenzophenone (7.8 g), ethyl carbazate (9.4 g) and acetic acid (9 ml) was heated for 20 hours with refluxing. The solvent was distilled off under reduced pressure, and then the obtained oily substance was diluted with dichloromethane, and washed successively with an aqueous 5% sodium hydroxide solution, water and an aqueous saturated sodium chloride solution, followed by drying over anhydrous magnesium sulfate. The solvent was then d...